Dataset: the Open Reaction Database (ORD), a public repository of structured organic reaction records. Task: describe an organic reaction: reactants, conditions, products, and yield Starting materials: CN(C)c1ccncc1, ClCCl, COc1ccc(C2(O)OC(=O)C(c3ccc4c(c3)OCO4)=C2Cc2cc(OC)c(OC)c(OC)c2)cc1, CC(N=C=O)c1cccc2ccccc12. Product: COc1ccc(C2(OC(=O)NC(C)c3cccc4ccccc34)OC(=O)C(c3ccc4c(c3)OCO4)=C2Cc2cc(OC)c(OC)c(OC)c2)cc1. RXN SMILES: [CH3:53][N:54]([CH3:55])[c:56]1[cH:57][cH:58][n:59][cH:60][cH:61]1.[Cl:62][CH2:63][Cl:64].[O:1]1[CH2:2][O:3][c:4]2[c:5]1[cH:6][cH:7][c:8]([C:10]1=[C:14]([CH2:15][c:16]3[cH:17][c:18]([O:26][CH3:27])[c:19]([O:24][CH3:25])[c:20]([O:22][CH3:23])[cH:21]3)[C:13]([c:28]3[cH:29][cH:30][c:31]([O:34][CH3:35])[cH:32][cH:33]3)([OH:36])[O:12][C:11]1=[O:37])[cH:9]2.[c:38]1([CH:48]([CH3:49])[N:50]=[C:51]=[O:52])[cH:39][cH:40][cH:41][c:42]2[cH:43][cH:44][cH:45][cH:46][c:47]12>>[O:1]1[CH2:2][O:3][c:4]2[c:5]1[cH:6][cH:7][c:8]([C:10]1=[C:14]([CH2:15][c:16]3[cH:17][c:18]([O:26][CH3:27])[c:19]([O:24][CH3:25])[c:20]([O:22][CH3:23])[cH:21]3)[C:13]([c:28]3[cH:29][cH:30][c:31]([O:34][CH3:35])[cH:32][cH:33]3)([O:36][C:51]([NH:50][CH:48]([c:38]3[cH:39][cH:40][cH:41][c:42]4[cH:43][cH:44][cH:45][cH:46][c:47]34)[CH3:49])=[O:52])[O:12][C:11]1=[O:37])[cH:9]2.